This data is from the Open Reaction Database (ORD), a public repository of structured organic reaction records. The task is: describe an organic reaction: reactants, conditions, products, and yield Reactants: ClC1=CC=C(C=C1)C=1C=CC(=NC1)N (5-(4-chloro-phenyl)-pyridin-2-ylamine), C1CC(=O)N(C1=O)Br (NBS). Solvent: C(C)#N (acetonitrile). Reported procedure: Prepared from crude 5-(4-chloro-phenyl)-pyridin-2-ylamine (example C.27 step 1) (ca. 50 mmol) in acetonitrile (100 mL) and NBS (9.34 g, 53 mmol) as described in example C.25 step 2. Obtained the crude 3-bromo-5-(4-chloro-phenyl)-pyridin-2-ylamine a dark brown solid (76% pure). The product is BrC=1C(=NC=C(C1)C1=CC=C(C=C1)Cl)N (3-bromo-5-(4-chloro-phenyl)-pyridin-2-ylamine). Reaction SMILES: [Cl:1][C:2]1[CH:7]=[CH:6][C:5]([C:8]2[CH:9]=[CH:10][C:11]([NH2:14])=[N:12][CH:13]=2)=[CH:4][CH:3]=1.C1C(=O)N([Br:22])C(=O)C1>C(#N)C>[Br:22][C:10]1[C:11]([NH2:14])=[N:12][CH:13]=[C:8]([C:5]2[CH:6]=[CH:7][C:2]([Cl:1])=[CH:3][CH:4]=2)[CH:9]=1. Starting materials: C1(=CC=CC=C1)C(C(=O)OCCOC)=O (2-methoxyethyl phenylglyoxalate), C(C)(=O)OCC (ethyl acetate), O (water), Cl.O[NH3+] (hydroxylammonium hydrochloride). Solvent: N1=CC=CC=C1 (pyridine). Reaction conditions: time 2 hour. Product: ON=C(C(=O)OCCOC)C1=CC=CC=C1 (2-methoxyethyl α-(hydroxyimino)-2-phenylacetate). Yield: 102.9%. Reaction SMILES: [C:1]1([C:7](=O)[C:8]([O:10][CH2:11][CH2:12][O:13][CH3:14])=[O:9])[CH:6]=[CH:5][CH:4]=[CH:3][CH:2]=1.Cl.[OH:17][NH3+:18].C(OCC)(=O)C.O>N1C=CC=CC=1>[OH:17][N:18]=[C:7]([C:1]1[CH:6]=[CH:5][CH:4]=[CH:3][CH:2]=1)[C:8]([O:10][CH2:11][CH2:12][O:13][CH3:14])=[O:9] |f:1.2|. Procedure details: 61.7 g (0.296 mol) of 2-methoxyethyl phenylglyoxalate are dissolved in 360 ml pyridine. 22.7 g (0.0.326 mol) of hydroxylammonium hydrochloride are added in portions to this solution. When the addition is complete, the reaction mixture is stirred at room temperature for 2 hours. After addition of ethyl acetate and water, the organic layer is separated, washed with diluted HCl and water and dried over magnesium sulfate. Evaporation of the solvent gives 68 g (100%) of crude 2-methoxyethyl α-(hydrox... Starting materials: CCCCCCCCO, N#CC1=C(C#N)C(=O)C(Cl)=C(Cl)C1=O, O=CC=Cc1ccccc1, C1COCCO1. Yields the product CCCCCCCCOC(=O)C=Cc1ccccc1. As a reaction SMILES: [CH2:25]([CH2:26][CH2:27][CH2:28][CH2:29][CH2:30][CH2:31][CH3:32])[OH:33].[Cl:11][C:12]1=[C:23]([Cl:24])[C:21](=[O:22])[C:18]([C:19]#[N:20])=[C:15]([C:16]#[N:17])[C:13]1=[O:14].[O:1]=[CH:2][CH:3]=[CH:4][c:5]1[cH:6][cH:7][cH:8][cH:9][cH:10]1.[O:34]1[CH2:35][CH2:36][O:37][CH2:38][CH2:39]1>>[O:1]=[C:2]([CH:3]=[CH:4][c:5]1[cH:6][cH:7][cH:8][cH:9][cH:10]1)[O:33][CH2:25][CH2:26][CH2:27][CH2:28][CH2:29][CH2:30][CH2:31][CH3:32]. The reactants are COC(=O)C1CC(CCBr)CCN1C(=O)OC(C)(C)C, CS(C)=O, N#C[Na], O. The product is COC(=O)C1CC(CCC#N)CCN1C(=O)OC(C)(C)C. Reaction SMILES: [Br:1][CH2:2][CH2:3][CH:4]1[CH2:5][CH:6]([C:17](=[O:18])[O:19][CH3:20])[N:7]([C:10](=[O:11])[O:12][C:13]([CH3:14])([CH3:15])[CH3:16])[CH2:8][CH2:9]1.[CH3:21][S:22]([CH3:23])=[O:24].[Na:25][C:26]#[N:27].[OH2:28]>>[CH2:2]([CH2:3][CH:4]1[CH2:5][CH:6]([C:17](=[O:18])[O:19][CH3:20])[N:7]([C:10](=[O:11])[O:12][C:13]([CH3:14])([CH3:15])[CH3:16])[CH2:8][CH2:9]1)[C:26]#[N:27].